From a dataset of the Open Reaction Database (ORD), a public repository of structured organic reaction records. describe an organic reaction: reactants, conditions, products, and yield Starting materials: Oc1ccc(Br)cn1, CC(C)(C)OC(=O)C(C)(C)Sc1nc(CCO)cs1, CC(C)OC(=O)[N+](=[N-])C(=O)OC(C)C, C1CCOC1, c1ccc(P(c2ccccc2)c2ccccc2)cc1. Product: CC(C)(C)OC(=O)C(C)(C)Sc1nc(CCOc2ccc(Br)cn2)cs1. Reaction SMILES: [Br:20][c:21]1[cH:22][cH:23][c:24]([OH:27])[n:25][cH:26]1.[C:1]([CH3:2])([CH3:3])([CH3:4])[O:5][C:6]([C:7]([CH3:8])([CH3:9])[S:10][c:11]1[s:12][cH:13][c:14]([CH2:16][CH2:17][OH:18])[n:15]1)=[O:19].[N+:47]([C:48]([O:49][CH:50]([CH3:51])[CH3:52])=[O:53])([C:54]([O:55][CH:56]([CH3:57])[CH3:58])=[O:59])=[N-:60].[O:61]1[CH2:62][CH2:63][CH2:64][CH2:65]1.[c:28]1([P:29]([c:30]2[cH:31][cH:32][cH:33][cH:34][cH:35]2)[c:36]2[cH:37][cH:38][cH:39][cH:40][cH:41]2)[cH:42][cH:43][cH:44][cH:45][cH:46]1>>[C:1]([CH3:2])([CH3:3])([CH3:4])[O:5][C:6]([C:7]([CH3:8])([CH3:9])[S:10][c:11]1[s:12][cH:13][c:14]([CH2:16][CH2:17][O:18][c:24]2[cH:23][cH:22][c:21]([Br:20])[cH:26][n:25]2)[n:15]1)=[O:19]. Reactants: C(CCC)(=O)C=1C=NC2=C(N=CC=C2C1OS(=O)(=O)C)C(C)C (3-Butyryl-8-isopropyl-4-methanesulfonyloxy-1,7-naphthyridine), NC=1C(=CC=CC1)C (o-toluidine). Product: C(CCC)(=O)C=1C=NC2=C(N=CC=C2C1NC1=C(C=CC=C1)C)C(C)C (3-Butyryl-8-isopropyl-4-(2-methylphenylamino)-1,7-naphthyridine). The yield is 58.0%. RXN SMILES: [C:1]([C:6]1[CH:7]=[N:8][C:9]2[C:14]([C:15]=1OS(C)(=O)=O)=[CH:13][CH:12]=[N:11][C:10]=2[CH:21]([CH3:23])[CH3:22])(=[O:5])[CH2:2][CH2:3][CH3:4].[NH2:24][C:25]1[C:26]([CH3:31])=[CH:27][CH:28]=[CH:29][CH:30]=1>>[C:1]([C:6]1[CH:7]=[N:8][C:9]2[C:14]([C:15]=1[NH:24][C:25]1[CH:30]=[CH:29][CH:28]=[CH:27][C:26]=1[CH3:31])=[CH:13][CH:12]=[N:11][C:10]=2[CH:21]([CH3:23])[CH3:22])(=[O:5])[CH2:2][CH2:3][CH3:4]. Procedure: By following a similar procedure described in Example 33(B) using 3-Butyryl-8-isopropyl-4-methanesulfonyloxy-1,7-naphthyridine (282 mg) and o-toluidine (0.17 ml) to give the titled compound (168 mg, 58%). The reactants are Cl.O=C1CCC(C2=C1SC=C2)N (4,5,6,7-tetrahydro-7-oxobenzo[b]thiophen-4-amine hydrochloride), amine hydrochloride, [OH-].[Na+] (sodium hydroxide). The solvent is O (water). Product: O=C1CCC(C2=C1SC=C2)N (4,5,6,7-tetrahydro-7-oxobenzo[b]thiophen-4-amine). Reaction SMILES: Cl.[O:2]=[C:3]1[C:8]2[S:9][CH:10]=[CH:11][C:7]=2[CH:6]([NH2:12])[CH2:5][CH2:4]1.[OH-].[Na+]>O>[O:2]=[C:3]1[C:8]2[S:9][CH:10]=[CH:11][C:7]=2[CH:6]([NH2:12])[CH2:5][CH2:4]1 |f:0.1,2.3|. Procedure: The free amine is obtained by neutralizing the amine hydrochloride in water with sodium hydroxide solution. It is separated by extraction with CHCl3 and removal of the CHCl3 in vacuo affords 4,5,6,7-tetrahydro-7-oxobenzo[b]thiophen-4-amine.